From a dataset of the Open Reaction Database (ORD), a public repository of structured organic reaction records. describe an organic reaction: reactants, conditions, products, and yield Reactants: O (water), CN1CCC2(C1N(C1=CC=CC=C21)C)C (1,2,3,3a,8,8a-hexahydro-1,3a,8-trimethylpyrrolo[2,3-b]indole), Br.[NH+]1=CC=CC=C1 (pyridinium hydrobromide), N1=CC=CC=C1 (pyridine). Run in C(Cl)Cl (methylene chloride). Reaction conditions: temperature 0 celsius. Yields the product BrC=1C=C2C3(C(N(C2=CC1)C)N(CC3)C)C (5-bromo-1,2,3,3a,8,8a-hexahydro-1,3a,8-trimethylpyrrolo[2,3-b]indole). As a reaction SMILES: [CH3:1][N:2]1[CH:6]2[N:7]([CH3:14])[C:8]3[C:13]([C:5]2([CH3:15])[CH2:4][CH2:3]1)=[CH:12][CH:11]=[CH:10][CH:9]=3.N1C=CC=CC=1.[BrH:22].[NH+]1C=CC=CC=1.O>C(Cl)Cl>[Br:22][C:11]1[CH:12]=[C:13]2[C:8](=[CH:9][CH:10]=1)[N:7]([CH3:14])[CH:6]1[N:2]([CH3:1])[CH2:3][CH2:4][C:5]21[CH3:15] |f:2.3|. Procedure: To a chilled (0° C.) solution of 1,2,3,3a,8,8a-hexahydro-1,3a,8-trimethylpyrrolo[2,3-b]indole (1.41 g) in methylene chloride (20 ml) was added pyridine (1.41 ml) under an atmosphere of N2. Solid pyridinium hydrobromide perbromide (2.23 g) was added with stirring to the mixture and the resulting solution was maintained at 0° C. for 1 hour. The mixture was poured into water (100 ml) and the aqueous and organic phases separated. The organic phase was washed twice with 50 ml portions of brine and 50... The reactants are BrCc1ccccc1, [H-], O=[N+]([O-])c1cn[nH]c1, [Na+], CN(C)C=O, O. The product is O=[N+]([O-])c1cnn(Cc2ccccc2)c1. Reaction SMILES: [Br:11][CH2:12][c:13]1[cH:14][cH:15][cH:16][cH:17][cH:18]1.[H-:10].[N+:1](=[O:2])([O-:3])[c:4]1[cH:5][n:6][nH:7][cH:8]1.[Na+:9].[O:19]=[CH:20][N:21]([CH3:22])[CH3:23].[OH2:24]>>[N+:1](=[O:2])([O-:3])[c:4]1[cH:5][n:6]([CH2:12][c:13]2[cH:14][cH:15][cH:16][cH:17][cH:18]2)[n:7][cH:8]1.